describe an organic reaction: reactants, conditions, products, and yield From a dataset of the Open Reaction Database (ORD), a public repository of structured organic reaction records. The reactants are Br.[Br-].CN(CCC[P+](C1=CC=CC=C1)(C1=CC=CC=C1)C1=CC=CC=C1)C (3-(dimethylamino)propyltriphenylphosphonium bromide hydrobromide), ice water, BrC=1C=CC2=C(C(C3=C(CC2)C=CC=C3)=O)C1 (3-bromo-10,11-dihydro-5H-dibenzo[a,d]cyclohepten-5-one), C(CCC)[Li] (n-butyl lithium), CCCCCC (hexane), bromoamines, Cl (hydrochloric acid). Solvent: O (water), O1CCCC1 (tetrahydrofuran), O1CCCC1 (tetrahydrofuran). Conditions: time 10 minute. The product is BrC=1C=CC2=C(\C(\C3=C(CC2)C=CC=C3)=C/CCN(C)C)C1 ((Z)-3-(3-Bromo-10,11-dihydrodibenzo[a,d]cyclohepten-5-ylidene)-N,N-dimethylpropylamine). Reaction SMILES: Br.[Br-].[CH3:3][N:4]([CH3:27])[CH2:5][CH2:6][CH2:7][P+](C1C=CC=CC=1)(C1C=CC=CC=1)C1C=CC=CC=1.C([Li])CCC.CCCCCC.[Br:39][C:40]1[CH:41]=[CH:42][C:43]2[CH2:49][CH2:48][C:47]3[CH:50]=[CH:51][CH:52]=[CH:53][C:46]=3[C:45](=O)[C:44]=2[CH:55]=1.Cl>O.O1CCCC1>[Br:39][C:40]1[CH:41]=[CH:42][C:43]2[CH2:49][CH2:48][C:47]3[CH:50]=[CH:51][CH:52]=[CH:53][C:46]=3/[C:45](=[CH:7]/[CH2:6][CH2:5][N:4]([CH3:27])[CH3:3])/[C:44]=2[CH:55]=1 |f:0.1.2|. Procedure details: Anhydrous 3-(dimethylamino)propyltriphenylphosphonium bromide hydrobromide (21 g., 40.8 mmole) was suspended in 400 ml. of dry tetrahydrofuran and n-butyl lithium in hexane (82 mmole) was added dropwise at 0° C. under a nitrogen atmosphere during a period of 0.5 hour. After an additional 10 minutes, 9.0 g. (31.3 mmole) of 3-bromo-10,11-dihydro-5H-dibenzo[a,d]cyclohepten-5-one, prepared as described in C. A. Stone, J. M. Stavorski, H. C. Wenger and C. T. Ludden, J. Med. Chem. (1965) 8, 829, in 10... The reactants are C[Si](C)(C)Cl, N, CC(=O)CCCO. The product is CC(=O)CCCO[Si](C)(C)C. RXN SMILES: [CH3:8][Si:9]([CH3:10])([CH3:11])[Cl:12].[NH3:13].[OH:1][CH2:2][CH2:3][CH2:4][C:5]([CH3:6])=[O:7]>>[O:1]([CH2:2][CH2:3][CH2:4][C:5]([CH3:6])=[O:7])[Si:9]([CH3:8])([CH3:10])[CH3:11].